This data is from the Open Reaction Database (ORD), a public repository of structured organic reaction records. The task is: describe an organic reaction: reactants, conditions, products, and yield Starting materials: CCN(Cc1cc(C(F)(F)F)ccc1-c1cc(CC#N)ccc1OC)C(=O)C1CC1, O=C([O-])[O-], CS(C)=O, [K+], [K+], OO. Yields the product CCN(Cc1cc(C(F)(F)F)ccc1-c1cc(CC(N)=O)ccc1OC)C(=O)C1CC1. RXN SMILES: [C:1](#[N:2])[CH2:3][c:4]1[cH:5][cH:6][c:7]([O:29][CH3:30])[c:8](-[c:10]2[c:11]([CH2:20][N:21]([C:22](=[O:23])[CH:24]3[CH2:25][CH2:26]3)[CH2:27][CH3:28])[cH:12][c:13]([C:16]([F:17])([F:18])[F:19])[cH:14][cH:15]2)[cH:9]1.[C:31]([O-:32])(=[O:33])[O-:34].[CH3:39][S:40]([CH3:41])=[O:42].[K+:35].[K+:36].[OH:37][OH:38]>>[C:1]([NH2:2])([CH2:3][c:4]1[cH:5][cH:6][c:7]([O:29][CH3:30])[c:8](-[c:10]2[c:11]([CH2:20][N:21]([C:22](=[O:23])[CH:24]3[CH2:25][CH2:26]3)[CH2:27][CH3:28])[cH:12][c:13]([C:16]([F:17])([F:18])[F:19])[cH:14][cH:15]2)[cH:9]1)=[O:32]. RXN SMILES: [CH2:17]([CH2:18][CH2:19][CH3:20])[Sn:21]([CH2:22][CH2:23][CH2:24][CH3:25])([CH2:26][CH2:27][CH2:28][CH3:29])[Cl:30].[CH2:31]1[O:32][CH2:33][CH2:34][CH2:35]1.[CH3:2][CH:3]([N-:4][CH:5]([CH3:6])[CH3:7])[CH3:8].[CH:9]([CH3:10])([CH3:11])[n:12]1[n:13][cH:14][cH:15][cH:16]1.[Li+:1]>>[CH:9]([CH3:10])([CH3:11])[n:12]1[n:13][cH:14][cH:15][c:16]1[Sn:21]([CH2:17][CH2:18][CH2:19][CH3:20])([CH2:22][CH2:23][CH2:24][CH3:25])[CH2:26][CH2:27][CH2:28][CH3:29]. Product: CCCC[Sn](CCCC)(CCCC)c1ccnn1C(C)C. Starting materials: CCCC[Sn](Cl)(CCCC)CCCC, C1CCOC1, CC(C)[N-]C(C)C, CC(C)n1cccn1, [Li+].